describe an organic reaction: reactants, conditions, products, and yield From a dataset of the Open Reaction Database (ORD), a public repository of structured organic reaction records. Starting materials: [BH3-]C#N, CC(=O)O, CO, CN1C(=O)CN=C(c2cccc(Cl)c2)c2cc(C(=O)c3ccc(Cl)cc3)ccc21, [NH4+], [Na+], [OH-], O. The product is CN1C(=O)CNC(c2cccc(Cl)c2)c2cc(C(=O)c3ccc(Cl)cc3)ccc21. As a reaction SMILES: [C:1]([BH3-:2])#[N:3].[CH3:37][C:38](=[O:39])[OH:40].[CH3:41][OH:42].[Cl:5][c:6]1[cH:7][cH:8][c:9]([C:10](=[O:11])[c:12]2[cH:13][cH:14][c:15]3[c:16]([cH:31]2)[C:17]([c:24]2[cH:25][c:26]([Cl:30])[cH:27][cH:28][cH:29]2)=[N:18][CH2:19][C:20](=[O:23])[N:21]3[CH3:22])[cH:32][cH:33]1.[NH4+:36].[Na+:4].[OH-:35].[OH2:34]>>[Cl:5][c:6]1[cH:7][cH:8][c:9]([C:10](=[O:11])[c:12]2[cH:13][cH:14][c:15]3[c:16]([cH:31]2)[CH:17]([c:24]2[cH:25][c:26]([Cl:30])[cH:27][cH:28][cH:29]2)[NH:18][CH2:19][C:20](=[O:23])[N:21]3[CH3:22])[cH:32][cH:33]1. The reactants are CC(C)(C)O, C(=NC1CCCCC1)=NC1CCCCC1, Nc1nc2c(ncn2OCC(CO)OCP(=O)(O)O)c(=O)[nH]1. Yields the product Nc1nc2c(ncn2OCC2COP(=O)(O)CO2)c(=O)[nH]1. As a reaction SMILES: [C:38]([OH:39])([CH3:40])([CH3:41])[CH3:42].[CH:1]1([N:2]=[C:3]=[N:4][CH:5]2[CH2:6][CH2:7][CH2:8][CH2:9][CH2:10]2)[CH2:11][CH2:12][CH2:13][CH2:14][CH2:15]1.[OH:16][CH2:17][CH:18]([CH2:19][O:20][n:21]1[c:22]2[n:23][c:24]([NH2:31])[nH:25][c:26](=[O:30])[c:27]2[n:28][cH:29]1)[O:32][CH2:33][P:34](=[O:35])([OH:36])[OH:37]>>[CH2:17]1[CH:18]([CH2:19][O:20][n:21]2[c:22]3[n:23][c:24]([NH2:31])[nH:25][c:26](=[O:30])[c:27]3[n:28][cH:29]2)[O:32][CH2:33][P:34](=[O:35])([OH:36])[O:37]1. Reactants: FC=1C=C(C=C(C1F)F)[Mg]Br (3,4,5-trifluorophenylmagnesium bromide), O=C1N(CCCC1)C(=O)OC(C)(C)C (tert-butyl 2-oxopiperidine-1-carboxylate), ice, Cl (hydrochloric acid). Run in O1CCCC1 (tetrahydrofuran), O1CCCC1 (tetrahydrofuran). Run at temperature 25 celsius. Yields the product O=C(CCCCNC(OC(C)(C)C)=O)C1=CC(=C(C(=C1)F)F)F (tert-butyl 5-oxo-5-(3,4,5-trifluorophenyl)pentylcarbamate). Isolated yield 36.0%. As a reaction SMILES: [O:1]=[C:2]1[CH2:7][CH2:6][CH2:5][CH2:4][N:3]1[C:8]([O:10][C:11]([CH3:14])([CH3:13])[CH3:12])=[O:9].[F:15][C:16]1[CH:17]=[C:18]([Mg]Br)[CH:19]=[C:20]([F:23])[C:21]=1[F:22].Cl>O1CCCC1>[O:1]=[C:2]([C:18]1[CH:17]=[C:16]([F:15])[C:21]([F:22])=[C:20]([F:23])[CH:19]=1)[CH2:7][CH2:6][CH2:5][CH2:4][NH:3][C:8](=[O:9])[O:10][C:11]([CH3:14])([CH3:13])[CH3:12]. Procedure: To a solution of tert-butyl 2-oxopiperidine-1-carboxylate (0.30 g, 1.51 mmol) in tetrahydrofuran (8 mL) cooled to −78° C. was added slowly over 15 minutes 0.3 M 3,4,5-trifluorophenylmagnesium bromide in tetrahydrofuran (3.30 mL, 1.66 mmol) and the mixture was then allowed to warm to 25° C. over 30 minutes. The reaction mixture was poured slowly into an ice cold solution of 0.5 N hydrochloric acid (100 mL), and extracted twice with ethyl acetate (2×50 mL). The combined organic extracts were dried... Starting materials: O=S(=O)(CCc1ccccc1)NCCO, CN(C)C=O, Clc1cccc2nccn12, [H-], [Na+], O. Reaction SMILES: [CH2:3]([c:4]1[cH:5][cH:6][cH:7][cH:8][cH:9]1)[CH2:10][S:11](=[O:12])(=[O:13])[NH:14][CH2:15][CH2:16][OH:17].[CH3:29][N:30]([CH3:31])[CH:32]=[O:33].[Cl:18][c:19]1[cH:20][cH:21][cH:22][c:23]2[n:24]1[cH:25][cH:26][n:27]2.[H-:1].[Na+:2].[OH2:28]>>[CH2:3]([c:4]1[cH:5][cH:6][cH:7][cH:8][cH:9]1)[CH2:10][S:11](=[O:12])(=[O:13])[NH:14][CH2:15][CH2:16][O:17][c:19]1[cH:20][cH:21][cH:22][c:23]2[n:24]1[cH:25][cH:26][n:27]2. Product: O=S(=O)(CCc1ccccc1)NCCOc1cccc2nccn12. The reactants are [H-].[Al+3].[Li+].[H-].[H-].[H-] (lithium aluminum hydride), BrC1=CC2=C(C=3N=C(SC3CCO2)C=2N(N=CN2)CC2=CC=NC=C2)C=C1 (8-Bromo-2-(2-pyridin-4-ylmethyl-2H-[1,2,4]triazol-3-yl)-4,5-dihydro-6-oxa-3-thia-1-aza-benzo[e]azulene), CC1(OB(OC1(C)C)C=1C=NN(C1)CC(=O)OCC)C (ethyl 2-(4-(4,4,5,5-tetramethyl-1,3,2-dioxaborolan-2-yl)-1H-pyrazol-1-yl)acetate), C(C)(C)N1N=CN=C1C=1SC=2CCOC3=C(C2N1)C=CC(=C3)C=3C=NN(C3)CCO (2-{4-[2-(2-Isopropyl-2H-[1,2,4]triazol-3-yl)-4,5-dihydro-6-oxa-3-thia-1-aza-benzo[e]azulen-8-yl]-pyrazol-1-yl}-ethanol), ester. Product: N1=CC=C(C=C1)CN1N=CN=C1C=1SC=2CCOC3=C(C2N1)C=CC(=C3)C=3C=NN(C3)CCO (2-{4-[2-(2-Pyridin-4-ylmethyl-2H-[1,2,4]triazol-3-yl)-4,5-dihydro-6-oxa-3-thia-1-aza-benzo[e]azulen-8-yl]-pyrazol-1-yl}-ethanol). Reaction SMILES: Br[C:2]1[CH:27]=[CH:26][C:5]2[C:6]3[N:7]=[C:8]([C:14]4[N:15]([CH2:19][C:20]5[CH:25]=[CH:24][N:23]=[CH:22][CH:21]=5)[N:16]=[CH:17][N:18]=4)[S:9][C:10]=3[CH2:11][CH2:12][O:13][C:4]=2[CH:3]=1.CC1(C)C(C)(C)OB([C:36]2[CH:37]=[N:38][N:39]([CH2:41][C:42](OCC)=[O:43])[CH:40]=2)O1.[H-].[Al+3].[Li+].[H-].[H-].[H-].C(N1C(C2SC3CCOC4C=C(C5C=NN(CCO)C=5)C=CC=4C=3N=2)=NC=N1)(C)C>>[N:23]1[CH:22]=[CH:21][C:20]([CH2:19][N:15]2[C:14]([C:8]3[S:9][C:10]4[CH2:11][CH2:12][O:13][C:4]5[CH:3]=[C:2]([C:36]6[CH:37]=[N:38][N:39]([CH2:41][CH2:42][OH:43])[CH:40]=6)[CH:27]=[CH:26][C:5]=5[C:6]=4[N:7]=3)=[N:18][CH:17]=[N:16]2)=[CH:25][CH:24]=1 |f:2.3.4.5.6.7|. Reported procedure: Similarly to as described in General Procedure C: 8-Bromo-2-(2-pyridin-4-ylmethyl-2H-[1,2,4]triazol-3-yl)-4,5-dihydro-6-oxa-3-thia-1-aza-benzo[e]azulene was reacted with ethyl 2-(4-(4,4,5,5-tetramethyl-1,3,2-dioxaborolan-2-yl)-1H-pyrazol-1-yl)acetate. The crude ester was reduced with lithium aluminum hydride as described for 2-{4-[2-(2-Isopropyl-2H-[1,2,4]triazol-3-yl)-4,5-dihydro-6-oxa-3-thia-1-aza-benzo[e]azulen-8-yl]-pyrazol-1-yl}-ethanol. The product was purified by HPLC to give 302 as a col... The reactants are CC(=O)OC(C)=O, COC(=O)c1cc(C)c(O)c(C)c1, c1ccncc1. The product is COC(=O)c1cc(C)c(OC(C)=O)c(C)c1. Reaction SMILES: [CH3:14][C:15](=[O:16])[O:17][C:18](=[O:19])[CH3:20].[CH3:1][c:2]1[cH:3][c:4]([C:5](=[O:6])[O:7][CH3:8])[cH:9][c:10]([CH3:13])[c:11]1[OH:12].[cH:21]1[cH:22][cH:23][n:24][cH:25][cH:26]1>>[CH3:1][c:2]1[cH:3][c:4]([C:5](=[O:6])[O:7][CH3:8])[cH:9][c:10]([CH3:13])[c:11]1[O:12][C:15]([CH3:14])=[O:16]. Starting materials: Nc1nc(N)c2ncn(CCCl)c2n1, O=Cc1ccncc1. Product: Nc1nc(NCc2ccncc2)nc2c1ncn2CCCl. Reaction SMILES: [Cl:9][CH2:10][CH2:11][n:12]1[c:13]2[n:14][c:15]([NH2:22])[n:16][c:17]([NH2:21])[c:18]2[n:19][cH:20]1.[n:1]1[cH:2][cH:3][c:4]([CH:7]=[O:8])[cH:5][cH:6]1>>[n:1]1[cH:2][cH:3][c:4]([CH2:7][NH:22][c:15]2[n:14][c:13]3[n:12]([CH2:11][CH2:10][Cl:9])[cH:20][n:19][c:18]3[c:17]([NH2:21])[n:16]2)[cH:5][cH:6]1. The reactants are C(C)(C)(C)OC(=O)N1[C@@H](CC1)CNC(=O)C=1C=CC=C2C1C=CO2 ((2S)-{[(benzofuran-4-carbonyl)-amino]-methyl}-azetidine-1-carboxylic acid tert-butyl ester), Cl (HCl). Run in CC(C)O (2-propanol), CC(C)O (2-propanol). Run at time 20 hour. Yields the product Cl.N1[C@@H](CC1)CNC(=O)C=1C=CC=C2C1C=CO2 ((2S)-benzofuran-4-carboxylic acid-(azetidine-2-ylmethyl)-amide hydrochloride). Yield: 85.0%. Reaction SMILES: C(OC([N:8]1[CH2:11][CH2:10][C@H:9]1[CH2:12][NH:13][C:14]([C:16]1[CH:17]=[CH:18][CH:19]=[C:20]2[O:24][CH:23]=[CH:22][C:21]=12)=[O:15])=O)(C)(C)C.[ClH:25]>CC(O)C>[ClH:25].[NH:8]1[CH2:11][CH2:10][C@H:9]1[CH2:12][NH:13][C:14]([C:16]1[CH:17]=[CH:18][CH:19]=[C:20]2[O:24][CH:23]=[CH:22][C:21]=12)=[O:15] |f:3.4|. Reported procedure: To a solution of (2S)-{[(benzofuran-4-carbonyl)-amino]-methyl}-azetidine-1-carboxylic acid tert-butyl ester (170 mg) in 2-propanol (4 mL) was added 5-6M HCl in 2-propanol (2 mL). The resulting reaction mixture was stirred at RT under nitrogen for 20 h and concentrated in vacuo to yield 120 mg (85%) of the title compound as an oil. Reactants: ClCP(=O)(CCl)Cl (bis(chloromethyl)phosphinic chloride), resultant mixture, O1CCCC1 (tetrahydrofuran), O1CCCC1 (tetrahydrofuran), C1(=CC=CC=C1)[Mg]Cl (phenylmagnesium chloride), O (water). The solvent is C(C)OCC (diethyl ether). The product is ClCP(C1=CC=CC=C1)(CCl)=O (bis(chloromethyl)phenylphosphine oxide). RXN SMILES: [Cl:1][CH2:2][P:3](Cl)([CH2:5][Cl:6])=[O:4].O1CCCC1.[C:13]1([Mg]Cl)[CH:18]=[CH:17][CH:16]=[CH:15][CH:14]=1.O>C(OCC)C>[Cl:1][CH2:2][P:3](=[O:4])([CH2:5][Cl:6])[C:13]1[CH:18]=[CH:17][CH:16]=[CH:15][CH:14]=1. Procedure: A three-necked reaction vessel equipped with a reflux condenser, mechanically driven stirrer, nitrogen inlet and thermometer was charged with 91 g. of bis(chloromethyl)phosphinic chloride and 150 cc. tetrahydrofuran. A 280 g. portion of a tetrahydrofuran solution containing 2.0 moles of phenylmagnesium chloride per kilogram of solution was gradually added to the reaction mixture at a rate such that the temperature of the reaction mixture did not exceed 30° C. The resultant mixture was stirred fo...